This data is from the Open Reaction Database (ORD), a public repository of structured organic reaction records. The task is: describe an organic reaction: reactants, conditions, products, and yield Starting materials: ICC (iodoethane), [H-].[Na+] (sodium hydride), oil, BrC=1C=C2C(=NNC2=CC1)C1CCC1 (5-bromo-3-cyclobutyl-1H-indazole). The solvent is CN(C)C=O (DMF). Conditions: temperature 0 celsius, time 8 hour. The product is BrC=1C=C2C(=NN(C2=CC1)CC)C1CCC1 (5-Bromo-3-cyclobutyl-1-ethyl-1H-indazole). Yield: 68.4%. As a reaction SMILES: [Br:1][C:2]1[CH:3]=[C:4]2[C:8](=[CH:9][CH:10]=1)[NH:7][N:6]=[C:5]2[CH:11]1[CH2:14][CH2:13][CH2:12]1.[H-].[Na+].I[CH2:18][CH3:19]>CN(C=O)C>[Br:1][C:2]1[CH:3]=[C:4]2[C:8](=[CH:9][CH:10]=1)[N:7]([CH2:18][CH3:19])[N:6]=[C:5]2[CH:11]1[CH2:14][CH2:13][CH2:12]1 |f:1.2|. Procedure details: The 5-bromo-3-cyclobutyl-1H-indazole intermediate (1.501 g, 5.97 mmol) was dissolved in anhydrous DMF (25 mL), cooled to 0° C. and treated with a 60% dispersion of sodium hydride in mineral oil (330 mg, 8.26 mmol). The cold bath was removed and the reaction mixture was stirred at room temperature for 2 h after which time iodoethane (1.034 g, 6.62 mmol) was added and the reaction mixture was stirred 8 h. The reaction mixture was then cooled and quenched by addition of a saturated aqueous solution... Starting materials: CCOC(=O)c1cccc2nccn12, [Na+], [OH-], O=[N+]([O-])O, O=S(=O)(O)O. Yields the product CCOC(=O)c1cccc2ncc([N+](=O)[O-])n12. As a reaction SMILES: [CH2:1]([CH3:2])[O:3][C:4](=[O:5])[c:6]1[cH:7][cH:8][cH:9][c:10]2[n:11]1[cH:12][cH:13][n:14]2.[Na+:20].[OH-:19].[OH:15][N+:16]([O-:17])=[O:18].[S:21](=[O:22])(=[O:23])([OH:24])[OH:25]>>[CH2:1]([CH3:2])[O:3][C:4](=[O:5])[c:6]1[cH:7][cH:8][cH:9][c:10]2[n:11]1[c:12]([N+:16](=[O:15])[O-:17])[cH:13][n:14]2. Starting materials: FC(C1=CC=C(C=C1)C1=CC=C(C=C1)C(CCCC)O)(F)F (1-[4′-(trifluoromethyl)-4-biphenylyl]-1-pentanol), ice water, S(=O)(Cl)Cl (thionyl chloride). Solvent: C(Cl)Cl (DCM). Conditions: time 30 minute. The product is ClC(CCCC)C1=CC=C(C=C1)C1=CC=C(C=C1)C(F)(F)F (4-(1-Chloropentyl)-4′-(trifluoromethyl)biphenyl). Yield: 94.8%. RXN SMILES: [F:1][C:2]([F:22])([F:21])[C:3]1[CH:8]=[CH:7][C:6]([C:9]2[CH:14]=[CH:13][C:12]([CH:15](O)[CH2:16][CH2:17][CH2:18][CH3:19])=[CH:11][CH:10]=2)=[CH:5][CH:4]=1.S(Cl)([Cl:25])=O>C(Cl)Cl>[Cl:25][CH:15]([C:12]1[CH:13]=[CH:14][C:9]([C:6]2[CH:7]=[CH:8][C:3]([C:2]([F:22])([F:21])[F:1])=[CH:4][CH:5]=2)=[CH:10][CH:11]=1)[CH2:16][CH2:17][CH2:18][CH3:19]. Reported procedure: To a solution of 1-[4′-(trifluoromethyl)-4-biphenylyl]-1-pentanol (250 mg, 0.81 mmol) in dry DCM (15 mL) under nitrogen at 0° C. (ice/water bath) was added thionyl chloride (590 μL, 8.09 mmol) drop-wise. After stirring the mixture for 30 minutes at rt under nitrogen, the reaction was quenched by cautious addition of saturated aqueous NaHCO3 (20 mL) and extracted with DCM (3×30 mL). The organic extract was separated, washed with brine, dried (MgSO4) and the solvents removed under vacuum to afford... Reactants: CN(C)C=O, Cl, [H-], [Na+], COC(=O)CCCC=CCC1COC(C)OC1CO, ClCc1ccccn1. Yields the product COC(=O)CCCC=CCC1COC(C)OC1COCc1ccccn1. Reaction SMILES: [CH3:31][N:32]([CH3:33])[CH:34]=[O:35].[ClH:22].[H-:20].[Na+:21].[OH:1][CH2:2][CH:3]1[O:4][CH:5]([CH3:19])[O:6][CH2:7][CH:8]1[CH2:9][CH:10]=[CH:11][CH2:12][CH2:13][CH2:14][C:15](=[O:16])[O:17][CH3:18].[c:23]1([CH2:29][Cl:30])[cH:24][cH:25][cH:26][cH:27][n:28]1>>[O:1]([CH2:2][CH:3]1[O:4][CH:5]([CH3:19])[O:6][CH2:7][CH:8]1[CH2:9][CH:10]=[CH:11][CH2:12][CH2:13][CH2:14][C:15](=[O:16])[O:17][CH3:18])[CH2:29][c:23]1[cH:24][cH:25][cH:26][cH:27][n:28]1.